From a dataset of the Open Reaction Database (ORD), a public repository of structured organic reaction records. describe an organic reaction: reactants, conditions, products, and yield The reactants are O1C2C(OC3=C(C21)C=C(C=C3)C)(C)C (3,4-epoxy-3,4-dihydro-2,2,6-trimethyl-2H-1-benzopyran), O (water), N1C(CCC1)=O (2-Pyrrolidone), [H-].[Na+] (sodium hydride). The solvent is CS(=O)C (dimethyl sulphoxide), C(C)(=O)OCC (ethyl acetate), CS(=O)C (dimethyl sulphoxide). Run at time 1 hour. Yields the product CC1(OC2=C([C@H]([C@@H]1O)N1C(CCC1)=O)C=C(C=C2)C)C (trans-3,4-Dihydro-2,2,6-trimethyl-4-(2-oxopyrrolidinyl)-2H-1-benzopyran-3-ol). RXN SMILES: [NH:1]1[CH2:5][CH2:4][CH2:3][C:2]1=[O:6].[H-].[Na+].[O:9]1[CH:15]2[CH:10]1[C:11]([CH3:22])([CH3:21])[O:12][C:13]1[CH:19]=[CH:18][C:17]([CH3:20])=[CH:16][C:14]=12.O>CS(C)=O.C(OCC)(=O)C>[CH3:21][C:11]1([CH3:22])[C@@H:10]([OH:9])[C@H:15]([N:1]2[CH2:5][CH2:4][CH2:3][C:2]2=[O:6])[C:14]2[CH:16]=[C:17]([CH3:20])[CH:18]=[CH:19][C:13]=2[O:12]1 |f:1.2|. Procedure: 2-Pyrrolidone (1.02 g) was added to a suspension of sodium hydride (0.3 g, 80% dispersion in oil) in dry dimethyl sulphoxide (20 ml) under nitrogen at room temperature, and the mixture stirred for 1 h. A solution of 3,4-epoxy-3,4-dihydro-2,2,6-trimethyl-2H-1-benzopyran in dry dimethyl sulphoxide (10 ml) was then added, and the reaction mixture stirred for an additional 16 h. Cautious addition of water and extraction via ethyl acetate gave a crude product (1.84 g) which was chromatographed on sil...